From a dataset of the Open Reaction Database (ORD), a public repository of structured organic reaction records. describe an organic reaction: reactants, conditions, products, and yield Reactants: Cc1cc(N2CCC(N3CCCC3C)C2)ccc1N, ClCCl, O=C(Cl)c1ccccc1F, c1ccncc1. Yields the product Cc1cc(N2CCC(N3CCCC3C)C2)ccc1NC(=O)c1ccccc1F. Reaction SMILES: [CH3:1][c:2]1[c:3]([NH2:19])[cH:4][cH:5][c:6]([N:8]2[CH2:9][CH:10]([N:13]3[CH:14]([CH3:18])[CH2:15][CH2:16][CH2:17]3)[CH2:11][CH2:12]2)[cH:7]1.[Cl:36][CH2:37][Cl:38].[F:20][c:21]1[c:22]([C:23](=[O:24])[Cl:25])[cH:26][cH:27][cH:28][cH:29]1.[cH:30]1[cH:31][cH:32][n:33][cH:34][cH:35]1>>[CH3:1][c:2]1[c:3]([NH:19][C:23]([c:22]2[c:21]([F:20])[cH:29][cH:28][cH:27][cH:26]2)=[O:24])[cH:4][cH:5][c:6]([N:8]2[CH2:9][CH:10]([N:13]3[CH:14]([CH3:18])[CH2:15][CH2:16][CH2:17]3)[CH2:11][CH2:12]2)[cH:7]1. The reactants are ClC1=CC=C2C(=CNC2=C1)C(=O)N1CCC2(CC1)OC(C1=C2C=CC(=C1)F)=O (1′-[(6-chloro-1H-indol-3-yl)carbonyl]-5-fluoro-3H-spiro[2-benzofuran-1,4′-piperidin]-3-one), BrCC(=O)C1=NC=CC=C1 (2-bromo-1-pyridin-2-ylethanone). Product: ClC1=CC=C2C(=CN(C2=C1)CC(C1=NC=CC=C1)=O)C(=O)N1CCC2(CC1)OC(C1=C2C=CC(=C1)F)=O (1′-{[6-Chloro-1-(2-oxo-2-pyridin-2-ylethyl)-1H-indol-3-yl]carbonyl}-5-fluoro-3H-spiro[2-benzofuran-1,4′-piperidin]-3-one). Reaction SMILES: [Cl:1][C:2]1[CH:10]=[C:9]2[C:5]([C:6]([C:11]([N:13]3[CH2:18][CH2:17][C:16]4([C:22]5[CH:23]=[CH:24][C:25]([F:27])=[CH:26][C:21]=5[C:20](=[O:28])[O:19]4)[CH2:15][CH2:14]3)=[O:12])=[CH:7][NH:8]2)=[CH:4][CH:3]=1.Br[CH2:30][C:31]([C:33]1[CH:38]=[CH:37][CH:36]=[CH:35][N:34]=1)=[O:32]>>[Cl:1][C:2]1[CH:10]=[C:9]2[C:5]([C:6]([C:11]([N:13]3[CH2:18][CH2:17][C:16]4([C:22]5[CH:23]=[CH:24][C:25]([F:27])=[CH:26][C:21]=5[C:20](=[O:28])[O:19]4)[CH2:15][CH2:14]3)=[O:12])=[CH:7][N:8]2[CH2:30][C:31](=[O:32])[C:33]2[CH:38]=[CH:37][CH:36]=[CH:35][N:34]=2)=[CH:4][CH:3]=1. Procedure: Following the general procedure III as described above, the alkylation of 1′-[(6-chloro-1H-indol-3-yl)carbonyl]-5-fluoro-3H-spiro[2-benzofuran-1,4′-piperidin]-3-one (prepared according to example 19 above) with commercially available 2-bromo-1-pyridin-2-ylethanone gave the title compound. Reactants: BrB(Br)Br, COc1ccc(C(=O)NCCCn2cnc(Cl)c2Cl)c2nc(-c3ccc(N)cc3CCN3CCOCC3)[nH]c12, O. The product is Nc1ccc(-c2nc3c(C(=O)NCCCn4cnc(Cl)c4Cl)ccc(O)c3[nH]2)c(CCN2CCOCC2)c1. As a reaction SMILES: [B:40]([Br:41])([Br:42])[Br:43].[Cl:1][c:2]1[n:3][cH:4][n:5]([CH2:8][CH2:9][CH2:10][NH:11][C:12](=[O:13])[c:14]2[cH:15][cH:16][c:17]([O:38][CH3:39])[c:18]3[nH:19][c:20](-[c:23]4[c:24]([CH2:30][CH2:31][N:32]5[CH2:33][CH2:34][O:35][CH2:36][CH2:37]5)[cH:25][c:26]([NH2:29])[cH:27][cH:28]4)[n:21][c:22]23)[c:6]1[Cl:7].[OH2:44]>>[Cl:1][c:2]1[n:3][cH:4][n:5]([CH2:8][CH2:9][CH2:10][NH:11][C:12](=[O:13])[c:14]2[cH:15][cH:16][c:17]([OH:38])[c:18]3[nH:19][c:20](-[c:23]4[c:24]([CH2:30][CH2:31][N:32]5[CH2:33][CH2:34][O:35][CH2:36][CH2:37]5)[cH:25][c:26]([NH2:29])[cH:27][cH:28]4)[n:21][c:22]23)[c:6]1[Cl:7]. Starting materials: [N+](=O)([O-])C1=CC=C(COC(=O)Cl)C=C1 (4-nitrobenzyloxycarbonyl chloride), NCCOC[C@H]1N(C[C@@H](C1)O)C(=O)OCC1=CC=C(C=C1)[N+](=O)[O-] ((2S,4R)-2-(2-aminoethyloxymethyl)-4-hydroxy-1-(4-nitrobenzyloxycarbonyl)pyrrolidine), [OH-].[Na+] (sodium hydroxide). Solvent: O1CCCC1 (tetrahydrofuran), O (water), O1CCCC1 (tetrahydrofuran). Yields the product O[C@@H]1C[C@H](N(C1)C(=O)OCC1=CC=C(C=C1)[N+](=O)[O-])COCCNC(=O)OCC1=CC=C(C=C1)[N+](=O)[O-] ((2S,4R)-4-hydroxy-1-(4-nitrobenzyloxycarbonyl)-2-[2-(4nitrobenzyloxycarbonylamino)ethyloxymethyl]pyrrolidine). The yield is 51.4%. As a reaction SMILES: [NH2:1][CH2:2][CH2:3][O:4][CH2:5][C@@H:6]1[CH2:10][C@@H:9]([OH:11])[CH2:8][N:7]1[C:12]([O:14][CH2:15][C:16]1[CH:21]=[CH:20][C:19]([N+:22]([O-:24])=[O:23])=[CH:18][CH:17]=1)=[O:13].[N+:25]([C:28]1[CH:38]=[CH:37][C:31]([CH2:32][O:33][C:34](Cl)=[O:35])=[CH:30][CH:29]=1)([O-:27])=[O:26].[OH-].[Na+]>O.O1CCCC1>[OH:11][C@H:9]1[CH2:8][N:7]([C:12]([O:14][CH2:15][C:16]2[CH:17]=[CH:18][C:19]([N+:22]([O-:24])=[O:23])=[CH:20][CH:21]=2)=[O:13])[C@H:6]([CH2:5][O:4][CH2:3][CH2:2][NH:1][C:34]([O:33][CH2:32][C:31]2[CH:30]=[CH:29][C:28]([N+:25]([O-:27])=[O:26])=[CH:38][CH:37]=2)=[O:35])[CH2:10]1 |f:2.3|. Procedure: To a solution of (2S,4R)-2-(2-aminoethyloxymethyl)-4-hydroxy-1-(4-nitrobenzyloxycarbonyl)pyrrolidine (1.12 g) in a mixture of water (20 ml) and tetrahydrofuran (40 ml) was added a solution of 4-nitrobenzyloxycarbonyl chloride (0.85 g) in tetrahydrofuran (4 ml) under ice-cooling with stirring, keeping the pH between 8.5-9.5 with 4N aqueous sodium hydroxide. The mixture was stirred at the same condition for 2 hours. The reaction mixture was evaporated under reduced pressure and then ethyl acetate ... The reactants are O (water), CC=1C=C(C(=NC1)[N+](=O)[O-])O (5-methyl-2-nitropyridin-3-ol), BrCC1CCCCC1 ((bromomethyl)cyclohexane), C([O-])([O-])=O.[K+].[K+] (potassium carbonate). Run in CCCCCC.C(C)(=O)OCC (hexane ethyl acetate), CN(C)C=O (DMF). Reaction conditions: temperature 78 celsius, time 12 hour. The product is C1(CCCCC1)COC=1C(=NC=C(C1)C)[N+](=O)[O-] (3-(cyclohexylmethoxy)-5-methyl-2-nitropyridine). RXN SMILES: [CH3:1][C:2]1[CH:3]=[C:4]([OH:11])[C:5]([N+:8]([O-:10])=[O:9])=[N:6][CH:7]=1.Br[CH2:13][CH:14]1[CH2:19][CH2:18][CH2:17][CH2:16][CH2:15]1.C(=O)([O-])[O-].[K+].[K+].O>CN(C=O)C.CCCCCC.C(OCC)(=O)C>[CH:14]1([CH2:13][O:11][C:4]2[C:5]([N+:8]([O-:10])=[O:9])=[N:6][CH:7]=[C:2]([CH3:1])[CH:3]=2)[CH2:19][CH2:18][CH2:17][CH2:16][CH2:15]1 |f:2.3.4,7.8|. Procedure: A suspension of 1 g of 5-methyl-2-nitropyridin-3-ol, 1.35 ml of (bromomethyl)cyclohexane, and 1.79 g of potassium carbonate in 10 ml of DMF was stirred at 78° C. for 12 hours. After leaving to be cooled at room temperature, to the reaction mixture were added water and hexane/ethyl acetate to carry out a layer separation operation. The organic layer was washed with water and saturated brine, and dried over anhydrous magnesium sulfate, and the solvent was evaporated under reduced pressure to obtai...